This data is from the Open Reaction Database (ORD), a public repository of structured organic reaction records. The task is: describe an organic reaction: reactants, conditions, products, and yield The reactants are [Br-], CCOC(=O)CCCCCBr, O=C([O-])[O-], CCCC[N+](CCCC)(CCCC)CCCC, Cc1ccccc1, CCOC(C)=O, Cl, CC(=O)CC(=O)c1ccc(F)cc1, [K+], [K+]. The product is CCOC(=O)CCCCCC(C(C)=O)C(=O)c1ccc(F)cc1. Reaction SMILES: [Br-:32].[Br:20][CH2:21][CH2:22][CH2:23][CH2:24][CH2:25][C:26](=[O:27])[O:28][CH2:29][CH3:30].[C:14](=[O:15])([O-:16])[O-:17].[CH3:33][CH2:34][CH2:35][CH2:36][N+:37]([CH2:38][CH2:39][CH2:40][CH3:41])([CH2:42][CH2:43][CH2:44][CH3:45])[CH2:46][CH2:47][CH2:48][CH3:49].[CH3:50][c:51]1[cH:52][cH:53][cH:54][cH:55][cH:56]1.[CH3:57][CH2:58][O:59][C:60](=[O:61])[CH3:62].[ClH:31].[F:1][c:2]1[cH:3][cH:4][c:5]([C:8]([CH2:9][C:10]([CH3:11])=[O:12])=[O:13])[cH:6][cH:7]1.[K+:18].[K+:19]>>[F:1][c:2]1[cH:3][cH:4][c:5]([C:8]([CH:9]([C:10]([CH3:11])=[O:12])[CH2:21][CH2:22][CH2:23][CH2:24][CH2:25][C:26](=[O:27])[O:28][CH2:29][CH3:30])=[O:13])[cH:6][cH:7]1.